Task: describe an organic reaction: reactants, conditions, products, and yield. Dataset: the Open Reaction Database (ORD), a public repository of structured organic reaction records Reactants: O=C([O-])[O-], CC(C)=O, FC(F)(F)c1cc(Cl)c2cccc(C(F)(F)F)c2n1, [K+], [K+], O, c1nc[nH]n1. Product: FC(F)(F)c1cc(-n2cncn2)c2cccc(C(F)(F)F)c2n1. RXN SMILES: [C:25](=[O:26])([O-:27])[O-:28].[CH3:31][C:32](=[O:33])[CH3:34].[Cl:1][c:2]1[cH:3][c:4]([C:16]([F:17])([F:18])[F:19])[n:5][c:6]2[c:7]([C:12]([F:13])([F:14])[F:15])[cH:8][cH:9][cH:10][c:11]12.[K+:29].[K+:30].[OH2:35].[nH:20]1[n:21][cH:22][n:23][cH:24]1>>[c:2]1(-[n:20]2[n:21][cH:22][n:23][cH:24]2)[cH:3][c:4]([C:16]([F:17])([F:18])[F:19])[n:5][c:6]2[c:7]([C:12]([F:13])([F:14])[F:15])[cH:8][cH:9][cH:10][c:11]12. The reactants are [Na] (sodium), BrC=1C=NC=C(C(=O)O)C1 (5-bromonicotinic acid), ClC(C)C1=NC=2N(C(N(C)C(C2N1C)=O)=O)C (8-α-chloroethylcaffeine). Run in CN(C=O)C (dimethylformamide). Product: BrC=1C=NC=C(C(=O)OC(C)C2=NC=3N(C(N(C)C(C3N2C)=O)=O)C)C1 (8-[α-(5-bromonicotinoyloxy)-ethyl]-caffeine). Reaction SMILES: Cl[CH:2]([C:4]1[N:13]([CH3:14])[C:12]2[C:11](=[O:15])[N:9]([CH3:10])[C:8](=[O:16])[N:7]([CH3:17])[C:6]=2[N:5]=1)[CH3:3].[Na].[Br:19][C:20]1[CH:21]=[N:22][CH:23]=[C:24]([CH:28]=1)[C:25]([OH:27])=[O:26]>CN(C)C=O>[Br:19][C:20]1[CH:21]=[N:22][CH:23]=[C:24]([CH:28]=1)[C:25]([O:27][CH:2]([C:4]1[N:13]([CH3:14])[C:12]2[C:11](=[O:15])[N:9]([CH3:10])[C:8](=[O:16])[N:7]([CH3:17])[C:6]=2[N:5]=1)[CH3:3])=[O:26] |^1:17|. Procedure: 2.87 g of 8-α-chloroethylcaffeine are dissolved in 30 ml of anhydrous dimethylformamide, and then 2.7 g of the sodium salt of dry 5-bromonicotinic acid are added. The reactants are CNC (Dimethylamine), [N+](=O)([O-])C=1C=C(C(=O)Cl)C=CC1 (3-nitrobenzoyl chloride), C(C)(=O)OCC (Ethyl acetate). Solvent: O1CCOCC1 (1,4-dioxan). Run at time 2.5 hour. The product is CN(C(C1=CC(=CC=C1)[N+](=O)[O-])=O)C (N,N-dimethyl-3-nitrobenzamide). RXN SMILES: [CH3:1][NH:2][CH3:3].[N+:4]([C:7]1[CH:8]=[C:9]([CH:13]=[CH:14][CH:15]=1)[C:10](Cl)=[O:11])([O-:6])=[O:5].C(OCC)(=O)C>O1CCOCC1>[CH3:1][N:2]([CH3:3])[C:10](=[O:11])[C:9]1[CH:13]=[CH:14][CH:15]=[C:7]([N+:4]([O-:6])=[O:5])[CH:8]=1. Procedure details: Dimethylamine (50% aqueous solution, 3.6 ml) was stirred in an ice bath and a solution of 3-nitrobenzoyl chloride (1.8 g) in 1,4-dioxan (4 ml) was dropwise added thereto. The resulting mixture was stirred vigorously at ambient temperature for 2.5 hours. Ethyl acetate was added and organic layer was washed with water, 1N hydrochloric acid, 1N sodium hydroxide, water and saturated sodium chloride solution successively and dried over anhydrous magnesium sulfate. After filtration and concentration, ...